Dataset: the Open Reaction Database (ORD), a public repository of structured organic reaction records. Task: describe an organic reaction: reactants, conditions, products, and yield Reactants: C[SiH](C)OC(C1C(OC2CCCCO2)CC2OC(=O)CC21)C(C)(C)C, O=C([O-])C(O)C(O)C(=O)[O-], CO, CCOCC, Cc1ccccc1, [K+], [Na+]. Yields the product C[SiH](C)OC(C1C(OC2CCCCO2)CC2OC(O)CC21)C(C)(C)C. Reaction SMILES: [C:1]([CH3:2])([CH3:3])([CH3:4])[CH:5]([CH:6]1[CH:7]([O:15][CH:16]2[O:17][CH2:18][CH2:19][CH2:20][CH2:21]2)[CH2:8][CH:9]2[O:10][C:11](=[O:14])[CH2:12][CH:13]12)[O:22][SiH:23]([CH3:24])[CH3:25].[C:28]([CH:29]([CH:30]([C:31]([O-:32])=[O:33])[OH:34])[OH:35])([O-:36])=[O:37].[CH3:26][OH:27].[CH3:40][CH2:41][O:42][CH2:43][CH3:44].[CH3:45][c:46]1[cH:47][cH:48][cH:49][cH:50][cH:51]1.[K+:39].[Na+:38]>>[C:1]([CH3:2])([CH3:3])([CH3:4])[CH:5]([CH:6]1[CH:7]([O:15][CH:16]2[O:17][CH2:18][CH2:19][CH2:20][CH2:21]2)[CH2:8][CH:9]2[O:10][CH:11]([OH:14])[CH2:12][CH:13]12)[O:22][SiH:23]([CH3:24])[CH3:25]. The reactants are [H-].[Na+] (NaH), CC=1C=NNC1 (4-methylpyrazole), BrC1=C(C=C(C=2N(C(=NC21)C2=CC=C(C=C2)C(C)C)CCOC)OC)COS(=O)(=O)C (methanesulfonic acid 4-bromo-2-(4-isopropyl-phenyl)-7-methoxy-1-(2-methoxy-ethyl)-1H-benzoimidazol-5-ylmethyl ester). Run in CN(C)C=O (DMF). Reaction conditions: time 1 hour. Yields the product BrC1=C(C=C(C=2N(C(=NC21)C2=CC=C(C=C2)C(C)C)CCOC)OC)CN2N=CC(=C2)C (4-Bromo-2-(4-isopropyl-phenyl)-7-methoxy-1-(2-methoxy-ethyl)-5-(4-methyl-pyrazol-1-ylmethyl)-1H-benzoimidazole). Yield: 69.9%. RXN SMILES: [H-].[Na+].[CH3:3][C:4]1[CH:5]=[N:6][NH:7][CH:8]=1.[Br:9][C:10]1[C:18]2[N:17]=[C:16]([C:19]3[CH:24]=[CH:23][C:22]([CH:25]([CH3:27])[CH3:26])=[CH:21][CH:20]=3)[N:15]([CH2:28][CH2:29][O:30][CH3:31])[C:14]=2[C:13]([O:32][CH3:33])=[CH:12][C:11]=1[CH2:34]OS(C)(=O)=O>CN(C=O)C>[Br:9][C:10]1[C:18]2[N:17]=[C:16]([C:19]3[CH:20]=[CH:21][C:22]([CH:25]([CH3:27])[CH3:26])=[CH:23][CH:24]=3)[N:15]([CH2:28][CH2:29][O:30][CH3:31])[C:14]=2[C:13]([O:32][CH3:33])=[CH:12][C:11]=1[CH2:34][N:6]1[CH:5]=[C:4]([CH3:3])[CH:8]=[N:7]1 |f:0.1|. Procedure: NaH (7 mg, 0.3 mmol) is added to a solution of 23 μl (0.30 mmol) 4-methylpyrazole in 2 ml DMF. The resulting mixture is stirred at room temperature for 1 h, then 119 mg (0.23 mmol) methanesulfonic acid 4-bromo-2-(4-isopropyl-phenyl)-7-methoxy-1-(2-methoxy-ethyl)-1H-benzoimidazol-5-ylmethyl ester is added. Stirring is continued for 20 h. After that the reaction mixture is poured on water and extracted (3×) with ethyl acetate. The combined organic layers are washed with water (2×) and brine, dried... Starting materials: C(C)(=O)O (acetic acid), C(C)(=O)O[BH-](OC(C)=O)OC(C)=O.[Na+] (sodium triacetoxyborohydride), FC(C(=O)O)(F)F.ClC1=CC=C(C(=O)N2CC(N(C3=C(C2)C=CC=C3)CC3CCNCC3)=O)C=C1 (4-(4-chlorobenzoyl)-1-(4-piperidinylmethyl)-1,3,4,5-tetrahydrobenzo[e][1,4]diazepin-2-on trifluoroacetate), C1(CCCCC1)=O (cyclohexanone). The solvent is ClCCl (dichloromethane), ClCCl (dichloromethane). Run at time 30 minute. The product is FC(C(=O)O)(F)F.ClC1=CC=C(C(=O)N2CC(N(C3=C(C2)C=CC=C3)CC3CCN(CC3)C3CCCCC3)=O)C=C1 (4-(4-chlorobenzoyl)-1-[(1-cyclohexyl-4-piperidinyl)methyl]-1,3,4,5-tetrahydrobenzo[e][1,4]diazepin-2-on mono(trifluoroacetate)). Reaction SMILES: [F:1][C:2]([F:7])([F:6])[C:3]([OH:5])=[O:4].[Cl:8][C:9]1[CH:35]=[CH:34][C:12]([C:13]([N:15]2[CH2:21][C:20]3[CH:22]=[CH:23][CH:24]=[CH:25][C:19]=3[N:18]([CH2:26][CH:27]3[CH2:32][CH2:31][NH:30][CH2:29][CH2:28]3)[C:17](=[O:33])[CH2:16]2)=[O:14])=[CH:11][CH:10]=1.[C:36]1(=O)[CH2:41][CH2:40][CH2:39][CH2:38][CH2:37]1.C(O)(=O)C.C(O[BH-](OC(=O)C)OC(=O)C)(=O)C.[Na+]>ClCCl>[F:1][C:2]([F:7])([F:6])[C:3]([OH:5])=[O:4].[Cl:8][C:9]1[CH:10]=[CH:11][C:12]([C:13]([N:15]2[CH2:21][C:20]3[CH:22]=[CH:23][CH:24]=[CH:25][C:19]=3[N:18]([CH2:26][CH:27]3[CH2:28][CH2:29][N:30]([CH:36]4[CH2:41][CH2:40][CH2:39][CH2:38][CH2:37]4)[CH2:31][CH2:32]3)[C:17](=[O:33])[CH2:16]2)=[O:14])=[CH:34][CH:35]=1 |f:0.1,4.5,7.8|. Reported procedure: 0.08 mmol of 4-(4-chlorobenzoyl)-1-(4-piperidinylmethyl)-1,3,4,5-tetrahydrobenzo[e][1,4]diazepin-2-on mono(trifluoroacetate) obtained in Example 140 and 12 ml (0.12 mmol) of cyclohexanone were dissolved in 3 ml of dichloromethane. 12 mg (0.20 mmol) of acetic acid was added to the obtained solution. After stirring at room temperature for 30 minutes. 53 mg (0.25 mmol) of sodium triacetoxyborohydride was added to the obtained mixture, and they were stirred at room temperature overnight. After the t... As a reaction SMILES: [Br:56][c:57]1[cH:58][n:59][c:60]([C:62]2([OH:66])[CH2:63][CH2:64][CH2:65]2)[s:61]1.[CH2:1]([P:2]([C:3]12[CH2:4][CH:5]3[CH2:6][CH:7]([CH2:8][CH:9]([CH2:10]3)[CH2:11]1)[CH2:12]2)[C:13]12[CH2:14][CH:15]3[CH2:16][CH:17]([CH2:18][CH:19]([CH2:20]3)[CH2:21]1)[CH2:22]2)[CH2:23][CH2:24][CH3:25].[CH2:69]1[O:70][CH2:71][CH2:72][CH2:73]1.[CH3:26][C:27]1([CH3:28])[C:29]([CH3:30])([CH3:31])[O:32][B:33]([c:34]2[cH:35][c:36]([NH:44][c:45]3[n:46][cH:47][cH:48][c:49]([C:51]([F:52])([F:53])[F:54])[n:50]3)[cH:37][c:38]([C:40]([F:41])([F:42])[F:43])[cH:39]2)[O:55]1.[CH3:74][CH2:75][O:76][C:77](=[O:78])[CH3:79].[F-:67].[K+:68].[O-:81][C:82]([CH3:83])=[O:84].[O-:85][C:86]([CH3:87])=[O:88].[OH2:89].[Pd+2:80]>>[c:34]1(-[c:57]2[cH:58][n:59][c:60]([C:62]3([OH:66])[CH2:63][CH2:64][CH2:65]3)[s:61]2)[cH:35][c:36]([NH:44][c:45]2[n:46][cH:47][cH:48][c:49]([C:51]([F:52])([F:53])[F:54])[n:50]2)[cH:37][c:38]([C:40]([F:41])([F:42])[F:43])[cH:39]1. The product is OC1(c2ncc(-c3cc(Nc4nccc(C(F)(F)F)n4)cc(C(F)(F)F)c3)s2)CCC1. Reactants: OC1(c2ncc(Br)s2)CCC1, CCCCP(C12CC3CC(CC(C3)C1)C2)C12CC3CC(CC(C3)C1)C2, C1CCOC1, CC1(C)OB(c2cc(Nc3nccc(C(F)(F)F)n3)cc(C(F)(F)F)c2)OC1(C)C, CCOC(C)=O, [F-], [K+], CC(=O)[O-], CC(=O)[O-], O, [Pd+2]. Starting materials: O=C([O-])[O-], CC(C)=O, O=[N+]([O-])c1ccc(O)cc1F, CI, [K+], [K+]. The product is COc1ccc([N+](=O)[O-])c(F)c1. As a reaction SMILES: [C:14](=[O:15])([O-:16])[O-:17].[CH3:20][C:21](=[O:22])[CH3:23].[F:1][c:2]1[cH:3][c:4]([OH:11])[cH:5][cH:6][c:7]1[N+:8](=[O:9])[O-:10].[I:12][CH3:13].[K+:18].[K+:19]>>[F:1][c:2]1[cH:3][c:4]([O:11][CH3:14])[cH:5][cH:6][c:7]1[N+:8](=[O:9])[O-:10]. The reactants are ClC1=CC(=CC=C1)C(=O)OO (m-chloroperbenzoic acid), C(C[C@@H](C)CCC=C(C)C)(=O)OC ((S)-(-)-methyl citronellate), O.O.I(=O)(=O)(=O)O (periodic acid dihydrate), aqueous solution, S(=S)(=O)([O-])[O-].[Na+].[Na+] (sodium thiosulfate). Run in ClCCl (dichloromethane), ClCCl (dichloromethane), O (water), C1CCOC1 (THF), C1CCOC1 (THF). Reaction conditions: time 1 hour. The product is C[C@H](CC(=O)OC)CCC=O ((S)-methyl 3-methyl-6-oxohexanoate). Yield: 100.8%. RXN SMILES: ClC1C=CC=C(C(OO)=[O:9])C=1.[C:12]([O:23][CH3:24])(=[O:22])[CH2:13][C@H:14]([CH2:16][CH2:17][CH:18]=C(C)C)[CH3:15].S([O-])([O-])(=O)=S.[Na+].[Na+].O.O.I(O)(=O)(=O)=O>ClCCl.C1COCC1.O>[CH3:15][C@@H:14]([CH2:16][CH2:17][CH:18]=[O:9])[CH2:13][C:12]([O:23][CH3:24])=[O:22] |f:2.3.4,5.6.7|. Procedure: To a solution of 7.76 g (36 mmol) of 80% m-chloroperbenzoic acid in 200 ml of dry dichloromethane is added a solution of 6.00 g (32.6 mmol) of (S)-methyl citronellate 30 (prepared in 31-(1)) in 50 ml of dry dichloromethane, and the mixture is stirred at room temperature for one hour. The reaction mixture are added 5% aqueous solution of sodium thiosulfate and a dilute aqueous solution of sodium hydrogencarbonate, and the mixture is extracted with dichloromethane twice. The extract is washed with... Starting materials: N[C@@H]1CC[C@H](CC1)CN(C)C1CCN(CC1)C(=O)OC(C)(C)C (tert-butyl trans-4-[N-(4-aminocyclohexylmethyl)-N-methylamino]piperidine-1-carboxylate), CC1=CC=C(C=C1)C=1C=CC2=C(C=C(CCO2)C(=O)O)C1 (7-(4-methylphenyl)-2,3-dihydro-1-benzooxepine-4-carboxylic acid), ON1N=NC2=C1C=CC=C2 (1-hydroxybenzotriazole), Cl.C(C)N=C=NCCCN(C)C (1-ethyl-3-(3-dimethylaminopropyl)carbodiimide hydrochloride). Run in C(C)#N (acetonitrile), C(C)N(CC)CC (triethylamine), C(C)#N (acetonitrile). Reaction conditions: time 2 hour. The product is C(C)(C)(C)OC(=O)N1CCC(CC1)N(C)C[C@@H]1CC[C@H](CC1)NC(=O)C=1CCOC2=C(C1)C=C(C=C2)C2=CC=C(C=C2)C (trans-N-[4-[N-(1-tert-butoxycarbonylpiperidin-4-yl)-N-methylaminomethyl]cyclohexyl]-7-(4-methylphenyl)-2,3-dihydro-1-benzooxepine-4-carboxamide). Isolated yield 66.8%. RXN SMILES: [CH3:1][C:2]1[CH:7]=[CH:6][C:5]([C:8]2[CH:9]=[CH:10][C:11]3[O:17][CH2:16][CH2:15][C:14]([C:18](O)=[O:19])=[CH:13][C:12]=3[CH:21]=2)=[CH:4][CH:3]=1.ON1C2C=CC=CC=2N=N1.Cl.C(N=C=NCCCN(C)C)C.[NH2:44][C@H:45]1[CH2:50][CH2:49][C@H:48]([CH2:51][N:52]([CH:54]2[CH2:59][CH2:58][N:57]([C:60]([O:62][C:63]([CH3:66])([CH3:65])[CH3:64])=[O:61])[CH2:56][CH2:55]2)[CH3:53])[CH2:47][CH2:46]1>C(#N)C.C(N(CC)CC)C>[C:63]([O:62][C:60]([N:57]1[CH2:58][CH2:59][CH:54]([N:52]([CH2:51][C@H:48]2[CH2:49][CH2:50][C@H:45]([NH:44][C:18]([C:14]3[CH2:15][CH2:16][O:17][C:11]4[CH:10]=[CH:9][C:8]([C:5]5[CH:4]=[CH:3][C:2]([CH3:1])=[CH:7][CH:6]=5)=[CH:21][C:12]=4[CH:13]=3)=[O:19])[CH2:46][CH2:47]2)[CH3:53])[CH2:55][CH2:56]1)=[O:61])([CH3:66])([CH3:65])[CH3:64] |f:2.3|. Reported procedure: Into a suspension of 7-(4-methylphenyl)-2,3-dihydro-1-benzooxepine-4-carboxylic acid (400 mg) and 1-hydroxybenzotriazole (289 mg) in acetonitrile (20 ml) was added at room temperature 1-ethyl-3-(3-dimethylaminopropyl)carbodiimide hydrochloride (0.41 g), and the resulting mixture was stirred for 2 hours. Into the reaction mixture was added a solution of tert-butyl trans-4-[N-(4-aminocyclohexylmethyl)-N-methylamino]piperidine-1-carboxylate (698 mg) and triethylamine (0.4 ml) in acetonitrile (30 ml... Reactants: C1CCOC1 (THF), FC=1C=C(C=C(C1)F)C1CCC(CC1)=O (4-(3,5-difluorophenyl)cyclohexanone), C1CCOC1 (THF), [Br-].FCCCP(C1=CC=CC=C1)(C1=CC=CC=C1)C1=CC=CC=C1 (3-fluoropropyltriphenylphosphinebromide), C1CCOC1 (THF), CC(C)([O-])C.[K+] (potassium-t-butoxide). Run in O (water). Run at temperature -50 celsius, time 1 hour. The product is FC=1C=C(C=C(C1)F)C1CCC(CC1)CCCF (4-(3,5-difluorophenyl)-1-(3-fluoropropyl)cyclohexane). Yield: 29.5%. As a reaction SMILES: C1COCC1.[Br-].[F:7][CH2:8][CH2:9][CH2:10]P(C1C=CC=CC=1)(C1C=CC=CC=1)C1C=CC=CC=1.CC(C)([O-])C.[K+].[F:36][C:37]1[CH:38]=[C:39]([CH:44]2[CH2:49][CH2:48][C:47](=O)[CH2:46][CH2:45]2)[CH:40]=[C:41]([F:43])[CH:42]=1>O>[F:36][C:37]1[CH:38]=[C:39]([CH:44]2[CH2:49][CH2:48][CH:47]([CH2:10][CH2:9][CH2:8][F:7])[CH2:46][CH2:45]2)[CH:40]=[C:41]([F:43])[CH:42]=1 |f:1.2,3.4|. Reported procedure: THF (60 ml) was added to 3-fluoropropyltriphenylphosphinebromide (10.3 g, 25.5 mmol) prepared at the second step of Example 1, followed by cooling the mixture down to -50° C. in nitrogen atmosphere, adding to the mixture, a 40 ml THF solution of potassium-t-butoxide (2.86 g, 25.5 mmol), stirring the mixture at the same temperature for 3 hours, dropwise adding to the reaction solution, a 100 ml THF solution of 4-(3,5-difluorophenyl)cyclohexanone (43.8 g, 20.8 mmol) prepared at the first step, sti...